From a dataset of the Open Reaction Database (ORD), a public repository of structured organic reaction records. describe an organic reaction: reactants, conditions, products, and yield Starting materials: ClC1=C(COC=2C=CC=C3C=CC(=NC23)C)C(=CC=C1N(C)C(CNC(\C=C\C=1C=NC(=CC1)C(=O)OCC)=O)=O)Cl (8-[2,6-dichloro-3-[N-[(E)-3-(6-ethoxycarbonylpyridin-3-yl)acryloylglycyl]-N-methylamino]benzyloxy]-2-methylquinoline), [OH-].[Na+] (sodium hydroxide), Cl (hydrochloric acid). Run in C(C)O (ethanol). Reaction conditions: temperature 60 celsius, time 3 hour. Yields the product C(=O)(O)C1=CC=C(C=N1)/C=C/C(=O)NCC(=O)N(C)C=1C(=C(COC=2C=CC=C3C=CC(=NC23)C)C(=CC1)Cl)Cl (8-[3-[N-[(E)-3-(6-carboxypyridin-3-yl)acryloylglycyl]-N-methylamino]-2,6-dichlorobenzyloxy]-2-methylquinoline). The yield is 86.6%. As a reaction SMILES: [Cl:1][C:2]1[C:20]([N:21]([C:23](=[O:41])[CH2:24][NH:25][C:26](=[O:40])/[CH:27]=[CH:28]/[C:29]2[CH:30]=[N:31][C:32]([C:35]([O:37]CC)=[O:36])=[CH:33][CH:34]=2)[CH3:22])=[CH:19][CH:18]=[C:17]([Cl:42])[C:3]=1[CH2:4][O:5][C:6]1[CH:7]=[CH:8][CH:9]=[C:10]2[C:15]=1[N:14]=[C:13]([CH3:16])[CH:12]=[CH:11]2.[OH-].[Na+].Cl>C(O)C>[C:35]([C:32]1[N:31]=[CH:30][C:29](/[CH:28]=[CH:27]/[C:26]([NH:25][CH2:24][C:23]([N:21]([C:20]2[C:2]([Cl:1])=[C:3]([C:17]([Cl:42])=[CH:18][CH:19]=2)[CH2:4][O:5][C:6]2[CH:7]=[CH:8][CH:9]=[C:10]3[C:15]=2[N:14]=[C:13]([CH3:16])[CH:12]=[CH:11]3)[CH3:22])=[O:41])=[O:40])=[CH:34][CH:33]=1)([OH:37])=[O:36] |f:1.2|. Reported procedure: To a solution of 8-[2,6-dichloro-3-[N-[(E)-3-(6-ethoxycarbonylpyridin-3-yl)acryloylglycyl]-N-methylamino]benzyloxy]-2-methylquinoline (2.07 g) in ethanol (20 ml) was added 1N sodium hydroxide solution (3.75 ml) at ambient temperature. The mixture was stirred for 3 hours at 60° C. The reaction mixture was adjusted to pH 4 with 1N hydrochloric acid and concentrated. The residue was purified by flash chromatography (dichloromethane--methanol) to give 8-[3-[N-[(E)-3-(6-carboxypyridin-3-yl)acryloylgl...